From a dataset of the Open Reaction Database (ORD), a public repository of structured organic reaction records. describe an organic reaction: reactants, conditions, products, and yield The reactants are CC=Cc1cc(C(OCc2ccccc2)(C(F)(F)F)C(F)(F)F)ccc1N1CCN(C(=O)CBr)CC1C, CC(C)Oc1ccc(C2(C)NC(=O)NC2=O)nc1, CC1(c2ccc3c(c2)OCC3)NC(=O)NC1=O. Product: CC=Cc1cc(C(OCc2ccccc2)(C(F)(F)F)C(F)(F)F)ccc1N1CCN(C(=O)CN2C(=O)NC(C)(c3ccc(OC(C)C)cn3)C2=O)CC1C. As a reaction SMILES: [CH2:1]([c:2]1[cH:3][cH:4][cH:5][cH:6][cH:7]1)[O:8][C:9]([C:10]([F:11])([F:12])[F:13])([C:14]([F:15])([F:16])[F:17])[c:18]1[cH:19][c:20]([CH:35]=[CH:36][CH3:37])[c:21]([N:24]2[CH:25]([CH3:34])[CH2:26][N:27]([C:30]([CH2:31][Br:32])=[O:33])[CH2:28][CH2:29]2)[cH:22][cH:23]1.[CH3:55][CH:56]([CH3:57])[O:58][c:59]1[cH:60][cH:61][c:62]([C:65]2([CH3:72])[C:66](=[O:71])[NH:67][C:68](=[O:70])[NH:69]2)[n:63][cH:64]1.[O:38]1[c:39]2[cH:40][c:41]([C:42]3([CH3:43])[NH:44][C:45](=[O:46])[NH:47][C:48]3=[O:49])[cH:50][cH:51][c:52]2[CH2:53][CH2:54]1>>[CH2:1]([c:2]1[cH:3][cH:4][cH:5][cH:6][cH:7]1)[O:8][C:9]([C:10]([F:11])([F:12])[F:13])([C:14]([F:15])([F:16])[F:17])[c:18]1[cH:19][c:20]([CH:35]=[CH:36][CH3:37])[c:21]([N:24]2[CH:25]([CH3:34])[CH2:26][N:27]([C:30]([CH2:31][N:67]3[C:66](=[O:71])[C:65]([c:62]4[cH:61][cH:60][c:59]([O:58][CH:56]([CH3:55])[CH3:57])[cH:64][n:63]4)([CH3:72])[NH:69][C:68]3=[O:70])=[O:33])[CH2:28][CH2:29]2)[cH:22][cH:23]1.